Dataset: the Open Reaction Database (ORD), a public repository of structured organic reaction records. Task: describe an organic reaction: reactants, conditions, products, and yield The reactants are C(C1=CC=CC=C1)N1N=C(C2=CC=CC=C12)OS(=O)(=O)C1=CC=C(C=C1)C (toluene-4-sulfonic acid 1-benzyl-1H-indazol-3-yl ester), C(CCC#C)C1=CC=CC=C1 (pent-4-ynyl-benzene). Solvent: CCCCCCC.C(Cl)Cl (heptane DCM). Yields the product C(C1=CC=CC=C1)N1N=C(C2=CC=CC=C12)C#CCCCC1=CC=CC=C1 (1-Benzyl-3-(5-phenyl-pent-1-ynyl)-1H-indazole). As a reaction SMILES: [CH2:1]([N:8]1[C:16]2[C:11](=[CH:12][CH:13]=[CH:14][CH:15]=2)[C:10](OS(C2C=CC(C)=CC=2)(=O)=O)=[N:9]1)[C:2]1[CH:7]=[CH:6][CH:5]=[CH:4][CH:3]=1.[CH2:28]([C:33]1[CH:38]=[CH:37][CH:36]=[CH:35][CH:34]=1)[CH2:29][CH2:30][C:31]#[CH:32]>CCCCCCC.C(Cl)Cl>[CH2:1]([N:8]1[C:16]2[C:11](=[CH:12][CH:13]=[CH:14][CH:15]=2)[C:10]([C:32]#[C:31][CH2:30][CH2:29][CH2:28][C:33]2[CH:38]=[CH:37][CH:36]=[CH:35][CH:34]=2)=[N:9]1)[C:2]1[CH:3]=[CH:4][CH:5]=[CH:6][CH:7]=1 |f:2.3|. Procedure: This product was prepared from toluene-4-sulfonic acid 1-benzyl-1H-indazol-3-yl ester and pent-4-ynyl-benzene following the general procedure for the Sonogashira cross-coupling reaction described above. Chromatography eluent: heptane/DCM 1:1; yield (87.5 mg, 50%); δH (CDCl3): 7.92 (d, J=8.11 Hz, 1H), 7.4-7.19 (m, 8H), 7.15-7.08 (m, 5H), 5.5 (s, 2H), 2.76 (t, J=7.16 Hz, 2H), 2.4 (t, J=7.15 Hz, 2H), 1.91 (p, J=7.21 Hz, 2H); LCMS m/z: 350. Starting materials: C(C)OCC (diethylether), C(C1=CC=CC=C1)N1CCC(CC1)N1N=C(C=2CCC=3C=NC(=NC3C21)NC2CCCC2)C(=O)N (1-(1-benzylpiperidin-4-yl)-8-(cyclopentylamino)-4,5-dihydro-1H-pyrazolo[4,3-h]quinazoline-3-carboxamide). Reagents/catalysts: O=[Pt]=O (PtO2). Solvent: C(C)(=O)O (acetic acid). Product: C1(CCCC1)NC1=NC=2C3=C(CCC2C=N1)C(=NN3C3CCNCC3)C(=O)N (8-(cyclopentylamino)-1-piperidin-4-yl-4,5-dihydro-1H-pyrazolo[4,3-h]quinazoline-3-carboxamide). Isolated yield 80.0%. RXN SMILES: C([N:8]1[CH2:13][CH2:12][CH:11]([N:14]2[C:26]3[C:25]4[N:24]=[C:23]([NH:27][CH:28]5[CH2:32][CH2:31][CH2:30][CH2:29]5)[N:22]=[CH:21][C:20]=4[CH2:19][CH2:18][C:17]=3[C:16]([C:33]([NH2:35])=[O:34])=[N:15]2)[CH2:10][CH2:9]1)C1C=CC=CC=1.C(OCC)C>C(O)(=O)C.O=[Pt]=O>[CH:28]1([NH:27][C:23]2[N:22]=[CH:21][C:20]3[CH2:19][CH2:18][C:17]4[C:16]([C:33]([NH2:35])=[O:34])=[N:15][N:14]([CH:11]5[CH2:12][CH2:13][NH:8][CH2:9][CH2:10]5)[C:26]=4[C:25]=3[N:24]=2)[CH2:29][CH2:30][CH2:31][CH2:32]1. Procedure details: 500 mg (1.1 mmol) of 1-(1-benzylpiperidin-4-yl)-8-(cyclopentylamino)-4,5-dihydro-1H-pyrazolo[4,3-h]quinazoline-3-carboxamide were dissolved in 50 mL of acetic acid and 50 mg of PtO2 were added. The mixture was submitted to hydrogenation at 60 psi at room temperature. After 12 hors the catalyst was filtered on celite and the filtrate evaporated. The residue was redissolved with dicholoromethane and washed with aqueous NaHCO3. The organic layer was dried over sodium sulfate and the solvent removed... Starting materials: [N+](=O)([O-])C1=CC=C(N)C=C1 (p-nitroaniline), C(C(=C)C)(=O)N=C=O (methacryloyl isocyanate). Run in C(C)OCC (diethyl ether), C(C)OCC (diethyl ether). The product is C(C(=C)C)(=O)NC(=O)NC1=CC=C(C=C1)[N+](=O)[O-] (1-methacryloyl-3-(4-nitrophenyl)urea). Yield: 79.0%. Reaction SMILES: [N+:1]([C:4]1[CH:10]=[CH:9][C:7]([NH2:8])=[CH:6][CH:5]=1)([O-:3])=[O:2].[C:11]([N:16]=[C:17]=[O:18])(=[O:15])[C:12]([CH3:14])=[CH2:13]>C(OCC)C>[C:11]([NH:16][C:17]([NH:8][C:7]1[CH:9]=[CH:10][C:4]([N+:1]([O-:3])=[O:2])=[CH:5][CH:6]=1)=[O:18])(=[O:15])[C:12]([CH3:14])=[CH2:13]. Procedure details: Into 500 ml of a diethyl ether solution of 13.8 g (0.1 mol) of p-nitroaniline was added dropwise 50 ml of a diethyl ether solution of 11.1 g (0.1 mol) of methacryloyl isocyanate over about 30 minutes in an ice bath. After completion of the addition, the produced crystal was filtered and the filtrate was distilled under a reduced pressure. The yellow solid gathered from the filtration and the distillation residue was recrystallized with methyl ethyl ketone to obtain 19.7 g of 1-methacryloyl-3-(4-... The reactants are C([O-])(O)=O.[Na+] (sodium bicarbonate), COC(C=CC1=CC=C(C=C1)N(S(=O)(=O)C1=C(C=C(C=C1C)C)C)CC1=CC(=CC=C1)OC1OCCCC1)=O (3-{4-[[3-(tetrahydro-pyran-2-yloxy)-benzyl]-(2,4,6-trimethylbenzenesulfonyl)-amino]-phenyl}-acrylic acid methyl ester), Cl (HCl), solution, C(C)[SiH](CC)CC (triethylsilane). The solvent is CO (MeOH), C(Cl)Cl (methylene chloride), O1CCOCC1 (1,4-dioxane). Conditions: time 24 hour. The product is COC(C=CC1=CC=C(C=C1)N(S(=O)(=O)C1=C(C=C(C=C1C)C)C)CC1=CC(=CC=C1)O)=O (3-{4-[(3-hydroxy-benzyl)-(2,4,6-trimethyl-benzenesulfonyl)-amino]-phenyl}-acrylic acid methyl ester). RXN SMILES: [CH3:1][O:2][C:3](=[O:39])[CH:4]=[CH:5][C:6]1[CH:11]=[CH:10][C:9]([N:12]([CH2:25][C:26]2[CH:31]=[CH:30][CH:29]=[C:28]([O:32]C3CCCCO3)[CH:27]=2)[S:13]([C:16]2[C:21]([CH3:22])=[CH:20][C:19]([CH3:23])=[CH:18][C:17]=2[CH3:24])(=[O:15])=[O:14])=[CH:8][CH:7]=1.Cl.C([SiH](CC)CC)C.C(=O)(O)[O-].[Na+]>CO.C(Cl)Cl.O1CCOCC1>[CH3:1][O:2][C:3](=[O:39])[CH:4]=[CH:5][C:6]1[CH:11]=[CH:10][C:9]([N:12]([CH2:25][C:26]2[CH:31]=[CH:30][CH:29]=[C:28]([OH:32])[CH:27]=2)[S:13]([C:16]2[C:17]([CH3:24])=[CH:18][C:19]([CH3:23])=[CH:20][C:21]=2[CH3:22])(=[O:15])=[O:14])=[CH:8][CH:7]=1 |f:3.4|. Reported procedure: To a solution of 3-{4-[[3-(tetrahydro-pyran-2-yloxy)-benzyl]-(2,4,6-trimethylbenzenesulfonyl)-amino]-phenyl}-acrylic acid methyl ester in 0.5 mL MeOH and 0.2 mL methylene chloride was added HCl (0.78 mL of a 4.0M solution in 1,4-dioxane, 3.12 mmol) and triethylsilane (0.20 mL, 1.25 mmol). The reaction mixture was stirred at room temperature for 24 hr. Saturated aqueous sodium bicarbonate was added and the aqueous solution was washed with methylene chloride. The organic layer was separated, dried...